This data is from the Open Reaction Database (ORD), a public repository of structured organic reaction records. The task is: describe an organic reaction: reactants, conditions, products, and yield Starting materials: CC(=O)O, Cc1ccc2c(c1)C(=O)c1ccccc1S2(=O)=O, O=[Cr](=O)=O, O, O=S(=O)(O)O. Yields the product O=C(O)c1ccc2c(c1)C(=O)c1ccccc1S2(=O)=O. RXN SMILES: [CH3:29][C:30](=[O:31])[OH:32].[CH3:5][c:6]1[cH:7][c:8]2[c:17]([cH:18][cH:19]1)[S:16](=[O:20])(=[O:21])[c:15]1[c:10]([cH:11][cH:12][cH:13][cH:14]1)[C:9]2=[O:22].[O:1]=[Cr:2](=[O:3])=[O:4].[OH2:28].[S:23]([OH:24])(=[O:25])(=[O:26])[OH:27]>>[C:5]([c:6]1[cH:7][c:8]2[c:17]([cH:18][cH:19]1)[S:16](=[O:20])(=[O:21])[c:15]1[c:10]([cH:11][cH:12][cH:13][cH:14]1)[C:9]2=[O:22])([OH:24])=[O:28]. The reactants are CO (MeOH), Cl (HCl), C(#C)[C@@H]1N(CCC1)C(=O)OC(C)(C)C (tert-butyl (2R)-2-ethynylpyrrolidine-1-carboxylate), C(Cl)Cl (CH2Cl2). Solvent: C(C)(=O)OCC (ethyl acetate). Product: [Cl-].C(#CC)C1[NH2+]CCC1 (2-prop-1-ynylpyrrolidinium chloride). As a reaction SMILES: Cl.[C:2]([C@H:4]1[CH2:8][CH2:7][CH2:6][N:5]1C(OC(C)(C)C)=O)#[CH:3].[CH2:16](Cl)[Cl:17].CO>C(OCC)(=O)C>[Cl-:17].[C:2]([CH:4]1[CH2:8][CH2:7][CH2:6][NH2+:5]1)#[C:3][CH3:16] |f:5.6|. Reported procedure: Anhydrous HCl was bubbled into a stirred solution of tert-butyl (2R)-2-ethynylpyrrolidine-1-carboxylate (0.71 g, 3.4 mmol) in ethyl acetate (15 mL) at 0° C. and allowed to mix for 45 min. Upon completion of the reaction as visualized by TLC (99:1 CH2Cl2 to MeOH), the solution was dried in vacuo to yield 2-prop-1-ynylpyrrolidinium chloride. LC-MS m/z=111. 1H NMR (CD3OD, 400 Mhz) 4.33-4.31 ppm (m, 1H), 3.42-3.24 (m, 2H), 2.36-1.99 (m, 4H), 1.88 (s, 3H). Yields the product C(C)(C)(C)C1=C(C=C(C(=O)N2[C@@](C[C@@H]([C@@H]2C=2N=C(SC2)N(C)C)C2=NC=CN=C2)(C(=O)O)CC(C)C)C=C1)OC (rel-(2S,4S,5R)-1-(4-tert-Butyl-3-methoxybenzoyl)-2-isobutyl-4-(pyrazin-2-yl)-5-(2-dimethylamino-1,3-thiazol-4-yl)pyrrolidine-2-carboxylic acid). Reactants: C(C)(C)(C)C1=C(C=C(C(=O)N2[C@@](C[C@@H]([C@@H]2C=2N=C(SC2)N(C)C)C2=NC=CN=C2)(C(=O)OC(C)(C)C)CC(C)C)C=C1)OC (rel-(2S,4S,5R)-1-(4-tert-butyl-3-methoxybenzoyl)-2-isobutyl-4-(pyrazin-2-yl)-5-(2-dimethylamino-1,3-thiazol-4-yl)pyrrolidine-2-carboxylic acid, tert butyl ester), C(=O)(C(F)(F)F)O (TFA). Reaction SMILES: [C:1]([C:5]1[CH:42]=[CH:41][C:8]([C:9]([N:11]2[C@@H:15]([C:16]3[N:17]=[C:18]([N:21]([CH3:23])[CH3:22])[S:19][CH:20]=3)[C@@H:14]([C:24]3[CH:29]=[N:28][CH:27]=[CH:26][N:25]=3)[CH2:13][C@@:12]2([CH2:37][CH:38]([CH3:40])[CH3:39])[C:30]([O:32]C(C)(C)C)=[O:31])=[O:10])=[CH:7][C:6]=1[O:43][CH3:44])([CH3:4])([CH3:3])[CH3:2].C(O)(C(F)(F)F)=O>>[C:1]([C:5]1[CH:42]=[CH:41][C:8]([C:9]([N:11]2[C@@H:15]([C:16]3[N:17]=[C:18]([N:21]([CH3:23])[CH3:22])[S:19][CH:20]=3)[C@@H:14]([C:24]3[CH:29]=[N:28][CH:27]=[CH:26][N:25]=3)[CH2:13][C@@:12]2([CH2:37][CH:38]([CH3:39])[CH3:40])[C:30]([OH:32])=[O:31])=[O:10])=[CH:7][C:6]=1[O:43][CH3:44])([CH3:3])([CH3:4])[CH3:2]. Procedure details: The tert-butyl ester from stage A was deprotected with TFA in a similar manner to that described in Example 1, to afford the title compound as a solid. The reactants are COC(=O)c1sc(-c2cccc(F)c2)cc1NC(C)C, ClC(Cl)Cl, CC(=O)OC1CC(C)CCC1C(=O)Cl, ClCCCl, N#N, O, c1ccc(P(c2ccccc2)c2ccccc2)cc1. The product is COC(=O)c1sc(-c2cccc(F)c2)cc1N(C(=O)C1CCC(C)CC1OC(C)=O)C(C)C. Reaction SMILES: [CH3:1][O:2][C:3](=[O:4])[c:5]1[s:6][c:7](-[c:14]2[cH:15][c:16]([F:20])[cH:17][cH:18][cH:19]2)[cH:8][c:9]1[NH:10][CH:11]([CH3:12])[CH3:13].[CH:60]([Cl:61])([Cl:62])[Cl:63].[Cl:21][C:22](=[O:23])[CH:24]1[CH:25]([O:31][C:32]([CH3:33])=[O:34])[CH2:26][CH:27]([CH3:30])[CH2:28][CH2:29]1.[Cl:56][CH2:57][CH2:58][Cl:59].[N:54]#[N:55].[OH2:64].[c:35]1([P:36]([c:37]2[cH:38][cH:39][cH:40][cH:41][cH:42]2)[c:43]2[cH:44][cH:45][cH:46][cH:47][cH:48]2)[cH:49][cH:50][cH:51][cH:52][cH:53]1>>[CH3:1][O:2][C:3](=[O:4])[c:5]1[s:6][c:7](-[c:14]2[cH:15][c:16]([F:20])[cH:17][cH:18][cH:19]2)[cH:8][c:9]1[N:10]([CH:11]([CH3:12])[CH3:13])[C:22](=[O:23])[CH:24]1[CH:25]([O:31][C:32]([CH3:33])=[O:34])[CH2:26][CH:27]([CH3:30])[CH2:28][CH2:29]1. The reactants are ClC=1C=C(C=CC1Cl)C=C1CSCC(C1=O)=CC1=CC(=C(C=C1)Cl)Cl (tetrahydro-3,5-bis-(3,4-dichlorophenylmethylene)-4H-thiopyran-4-one), C(CC)NN (n-propylhydrazine). The solvent is CO.C(Cl)(Cl)Cl (methanol chloroform). Product: ClC=1C=C(C=CC1Cl)C1C2=C(N(N1)CCC)C(CSC2)=CC2=CC(=C(C=C2)Cl)Cl (3-(3,4-Dichlorophenyl)-7-[(3,4-dichlorophenyl)-methylene]-2,4,6,7-tetrahydro-1-propylthiopyrano[4,3-c]pyrazole). The yield is 68.5%. Reaction SMILES: [Cl:1][C:2]1[CH:3]=[C:4]([CH:9]=[C:10]2[C:15](=O)[C:14](=[CH:17][C:18]3[CH:23]=[CH:22][C:21]([Cl:24])=[C:20]([Cl:25])[CH:19]=3)[CH2:13][S:12][CH2:11]2)[CH:5]=[CH:6][C:7]=1[Cl:8].[CH2:26]([NH:29][NH2:30])[CH2:27][CH3:28]>CO.C(Cl)(Cl)Cl>[Cl:1][C:2]1[CH:3]=[C:4]([CH:9]2[NH:30][N:29]([CH2:26][CH2:27][CH3:28])[C:15]3[C:14](=[CH:17][C:18]4[CH:23]=[CH:22][C:21]([Cl:24])=[C:20]([Cl:25])[CH:19]=4)[CH2:13][S:12][CH2:11][C:10]2=3)[CH:5]=[CH:6][C:7]=1[Cl:8] |f:2.3|. Reported procedure: A suspension of tetrahydro-3,5-bis-(3,4-dichlorophenylmethylene)-4H-thiopyran-4-one (6.5 g, 15 mmole) and n-propylhydrazine (1.1 g, 15 mmole) in methanol/chloroform (1:1, 250 ml) is heated at reflux temperature overnight. When the reaction mixture is slightly cooled, unreacted starting material precipitates out and is removed (about 2.2 g) by filtration. The filtrate is concentrated in vacuo and dissolved in CHCl3 and washed with dilute HCl and water. The organic layer is dried (anhydrous MgSO4)... RXN SMILES: [Br:1][c:2]1[n:3][s:4][c:5](-[c:7]2[cH:8][cH:9][c:10]([CH2:15][CH:16]([CH3:17])[CH3:18])[c:11]([C:12]#[N:13])[cH:14]2)[n:6]1.[CH2:19]([CH3:20])[c:21]1[c:22]([B:31]2[O:32][C:33]([CH3:34])([CH3:35])[C:36]([CH3:37])([CH3:38])[O:39]2)[cH:23][cH:24][cH:25][c:26]1[CH:27]=[CH:28][O:29][CH3:30].[CH3:48][N:49]([CH3:50])[CH:51]=[O:52].[CH3:54][CH2:55][O:56][C:57](=[O:58])[CH3:59].[K+:45].[K+:46].[K+:47].[OH2:53].[P:40]([O-:41])([O-:42])([O-:43])=[O:44].[cH:60]1[cH:61][cH:62][c:63]([P:64]([Pd:65]([P:66]([c:67]2[cH:68][cH:69][cH:70][cH:71][cH:72]2)([c:73]2[cH:74][cH:75][cH:76][cH:77][cH:78]2)[c:79]2[cH:80][cH:81][cH:82][cH:83][cH:84]2)([P:85]([c:86]2[cH:87][cH:88][cH:89][cH:90][cH:91]2)([c:92]2[cH:93][cH:94][cH:95][cH:96][cH:97]2)[c:98]2[cH:99][cH:100][cH:101][cH:102][cH:103]2)[P:104]([c:105]2[cH:106][cH:107][cH:108][cH:109][cH:110]2)([c:111]2[cH:112][cH:113][cH:114][cH:115][cH:116]2)[c:117]2[cH:118][cH:119][cH:120][cH:121][cH:122]2)([c:123]2[cH:124][cH:125][cH:126][cH:127][cH:128]2)[c:129]2[cH:130][cH:131][cH:132][cH:133][cH:134]2)[cH:135][cH:136]1>>[c:2]1(-[c:22]2[c:21]([CH2:19][CH3:20])[c:26]([CH:27]=[CH:28][O:29][CH3:30])[cH:25][cH:24][cH:23]2)[n:3][s:4][c:5](-[c:7]2[cH:8][cH:9][c:10]([CH2:15][CH:16]([CH3:17])[CH3:18])[c:11]([C:12]#[N:13])[cH:14]2)[n:6]1. Yields the product CCc1c(C=COC)cccc1-c1nsc(-c2ccc(CC(C)C)c(C#N)c2)n1. The reactants are CC(C)Cc1ccc(-c2nc(Br)ns2)cc1C#N, CCc1c(C=COC)cccc1B1OC(C)(C)C(C)(C)O1, CN(C)C=O, CCOC(C)=O, [K+], [K+], [K+], O, O=P([O-])([O-])[O-], c1ccc(P(c2ccccc2)(c2ccccc2)[Pd](P(c2ccccc2)(c2ccccc2)c2ccccc2)(P(c2ccccc2)(c2ccccc2)c2ccccc2)P(c2ccccc2)(c2ccccc2)c2ccccc2)cc1. Starting materials: CCCCCCCCCCCCCCCC[N+](C)(C)C, Cc1ccccc1, [K+], [K+], O=C([O-])[O-], O=S(=O)([O-])O, COC(=O)Cc1ccc2ncccc2c1. The product is C=C(C(=O)OC)c1ccc2ncccc2c1. Reaction SMILES: [CH2:27]([N+:28]([CH3:29])([CH3:30])[CH3:31])[CH2:32][CH2:33][CH2:34][CH2:35][CH2:36][CH2:37][CH2:38][CH2:39][CH2:40][CH2:41][CH2:42][CH2:43][CH2:44][CH2:45][CH3:46].[CH3:47][c:48]1[cH:49][cH:50][cH:51][cH:52][cH:53]1.[K+:16].[K+:17].[O-:18][C:19]([O-:20])=[O:21].[S:22]([O-:23])([OH:24])(=[O:25])=[O:26].[n:1]1[cH:2][cH:3][cH:4][c:5]2[cH:6][c:7]([CH2:11][C:12](=[O:13])[O:14][CH3:15])[cH:8][cH:9][c:10]12>>[n:1]1[cH:2][cH:3][cH:4][c:5]2[cH:6][c:7]([C:11]([C:12](=[O:13])[O:14][CH3:15])=[CH2:19])[cH:8][cH:9][c:10]12. Starting materials: Cn1cc(CC(N)CO)c2ccccc21, Clc1ccccc1, O=C(CCc1ccccc1)OCc1ccccc1. The product is Cn1cc(CC2COC(CCc3ccccc3)=N2)c2ccccc21. RXN SMILES: [CH3:19][n:20]1[cH:21][c:22]([CH2:29][CH:30]([CH2:31][OH:32])[NH2:33])[c:23]2[cH:24][cH:25][cH:26][cH:27][c:28]12.[Cl:34][c:35]1[cH:36][cH:37][cH:38][cH:39][cH:40]1.[c:1]1([CH2:7][CH2:8][C:9]([O:10][CH2:11][c:12]2[cH:13][cH:14][cH:15][cH:16][cH:17]2)=[O:18])[cH:2][cH:3][cH:4][cH:5][cH:6]1>>[c:1]1([CH2:7][CH2:8][C:9]2=[N:33][CH:30]([CH2:29][c:22]3[cH:21][n:20]([CH3:19])[c:28]4[c:23]3[cH:24][cH:25][cH:26][cH:27]4)[CH2:31][O:32]2)[cH:2][cH:3][cH:4][cH:5][cH:6]1. The reactants are CC(=O)OC(C)=O, CC(CCN)c1ccccc1-c1ccccc1, c1ccccc1, c1ccncc1. Product: CC(=O)NCCC(C)c1ccccc1-c1ccccc1. Reaction SMILES: [CH3:24][C:25](=[O:26])[O:27][C:28](=[O:29])[CH3:30].[c:1]1(-[c:12]2[cH:13][cH:14][cH:15][cH:16][cH:17]2)[c:2]([CH:7]([CH2:8][CH2:9][NH2:10])[CH3:11])[cH:3][cH:4][cH:5][cH:6]1.[cH:18]1[cH:19][cH:20][cH:21][cH:22][cH:23]1.[cH:31]1[cH:32][cH:33][n:34][cH:35][cH:36]1>>[c:1]1(-[c:12]2[cH:13][cH:14][cH:15][cH:16][cH:17]2)[c:2]([CH:7]([CH2:8][CH2:9][NH:10][C:25]([CH3:24])=[O:26])[CH3:11])[cH:3][cH:4][cH:5][cH:6]1. Starting materials: ICC (Iodoethane), OC1=C(C(=O)OC)C=CC(=C1)I (methyl 2-hydroxy-4-iodobenzoate), C([O-])([O-])=O.[K+].[K+] (potassium carbonate), CN(C)C=O (DMF), resultant mixture. The solvent is O (Water). The product is C(C)OC1=C(C(=O)OC)C=CC(=C1)I (Methyl 2-ethoxy-4-iodobenzoate). As a reaction SMILES: I[CH2:2][CH3:3].[OH:4][C:5]1[CH:14]=[C:13]([I:15])[CH:12]=[CH:11][C:6]=1[C:7]([O:9][CH3:10])=[O:8].C(=O)([O-])[O-].[K+].[K+].CN(C=O)C>O>[CH2:2]([O:4][C:5]1[CH:14]=[C:13]([I:15])[CH:12]=[CH:11][C:6]=1[C:7]([O:9][CH3:10])=[O:8])[CH3:3] |f:2.3.4|. Reported procedure: Iodoethane (6.47 mL) was added to a mixture of methyl 2-hydroxy-4-iodobenzoate (15 g), potassium carbonate (14.9 g), and DMF (100 mL), and the resultant mixture was stirred at 70° C. for 1 hour in a nitrogen atmosphere. Water was added to the reaction mixture at room temperature, followed by extraction with ethyl acetate. The obtained organic layer was washed with saturated saline and dried over anhydrous magnesium sulfate, and then, the solvent was distilled off under reduced pressure. The obta...